This data is from the Open Reaction Database (ORD), a public repository of structured organic reaction records. The task is: describe an organic reaction: reactants, conditions, products, and yield Reactants: CO, CCOC(=O)c1cccc2nc(N3CCC(NC(=O)c4nc(Cl)c(CC)[nH]4)C(OC)C3)sc12, ClCCl, [Li+], [OH-]. Product: CCc1[nH]c(C(=O)NC2CCN(c3nc4cccc(C(=O)O)c4s3)CC2OC)nc1Cl. Reaction SMILES: [CH3:36][OH:37].[Cl:1][c:2]1[n:3][c:4]([C:9](=[O:10])[NH:11][CH:12]2[CH:13]([O:32][CH3:33])[CH2:14][N:15]([c:18]3[s:19][c:20]4[c:21]([n:22]3)[cH:23][cH:24][cH:25][c:26]4[C:27](=[O:28])[O:29][CH2:30][CH3:31])[CH2:16][CH2:17]2)[nH:5][c:6]1[CH2:7][CH3:8].[Cl:38][CH2:39][Cl:40].[Li+:34].[OH-:35]>>[Cl:1][c:2]1[n:3][c:4]([C:9](=[O:10])[NH:11][CH:12]2[CH:13]([O:32][CH3:33])[CH2:14][N:15]([c:18]3[s:19][c:20]4[c:21]([n:22]3)[cH:23][cH:24][cH:25][c:26]4[C:27](=[O:28])[OH:29])[CH2:16][CH2:17]2)[nH:5][c:6]1[CH2:7][CH3:8]. The reactants are B, C1CCOC1, Cc1cc(Cl)cn2c(CC(=O)O)c(-c3ccccc3)nc12, Cl. The product is Cc1cc(Cl)cn2c(CCO)c(-c3ccccc3)nc12. As a reaction SMILES: [BH3:22].[CH2:24]1[O:25][CH2:26][CH2:27][CH2:28]1.[Cl:1][c:2]1[cH:3][c:4]([CH3:21])[c:5]2[n:6]([cH:7]1)[c:8]([CH2:17][C:18](=[O:19])[OH:20])[c:9](-[c:11]1[cH:12][cH:13][cH:14][cH:15][cH:16]1)[n:10]2.[ClH:23]>>[Cl:1][c:2]1[cH:3][c:4]([CH3:21])[c:5]2[n:6]([cH:7]1)[c:8]([CH2:17][CH2:18][OH:19])[c:9](-[c:11]1[cH:12][cH:13][cH:14][cH:15][cH:16]1)[n:10]2. Yields the product O=C(O)Cc1ccccc1CC(=O)Nc1cccc(S(=O)(=O)C(F)(F)F)c1. The reactants are CN(C)c1ccncc1, O=C(Cl)C(=O)Cl, ClCCl, Nc1cccc(S(=O)(=O)C(F)(F)F)c1, CN(C)C=O, O=C(O)Cc1ccccc1CC(=O)O. Reaction SMILES: [CH3:43][N:44]([c:45]1[cH:46][cH:47][n:48][cH:49][cH:50]1)[CH3:51].[Cl:1][C:2]([C:3]([Cl:4])=[O:5])=[O:6].[Cl:40][CH2:41][Cl:42].[F:26][C:27]([F:28])([F:29])[S:30](=[O:31])(=[O:32])[c:33]1[cH:34][c:35]([NH2:39])[cH:36][cH:37][cH:38]1.[O:21]=[CH:22][N:23]([CH3:24])[CH3:25].[c:7]1([CH2:17][C:18](=[O:19])[OH:20])[c:8]([CH2:13][C:14](=[O:15])[OH:16])[cH:9][cH:10][cH:11][cH:12]1>>[c:7]1([CH2:17][C:18](=[O:19])[OH:20])[c:8]([CH2:13][C:14](=[O:16])[NH:39][c:35]2[cH:34][c:33]([S:30]([C:27]([F:26])([F:28])[F:29])(=[O:31])=[O:32])[cH:38][cH:37][cH:36]2)[cH:9][cH:10][cH:11][cH:12]1.